From a dataset of the Open Reaction Database (ORD), a public repository of structured organic reaction records. describe an organic reaction: reactants, conditions, products, and yield Reactants: C(#C)C=1C(=NOC1C)C1=CC=CC=C1 (4-ethynyl-5-methyl-3-phenyl-isoxazole), BrC1=NC=CC=C1C (2-bromo-3-methylpyridine). The product is CC=1C(=NC=CC1)C#CC=1C(=NOC1C)C1=CC=CC=C1 (3-Methyl-2-(5-methyl-3-phenyl-isoxazol-4-ylethynyl)-pyridine). Yield: 66.0%. As a reaction SMILES: [C:1]([C:3]1[C:4]([C:9]2[CH:14]=[CH:13][CH:12]=[CH:11][CH:10]=2)=[N:5][O:6][C:7]=1[CH3:8])#[CH:2].Br[C:16]1[C:21]([CH3:22])=[CH:20][CH:19]=[CH:18][N:17]=1>>[CH3:22][C:21]1[C:16]([C:2]#[C:1][C:3]2[C:4]([C:9]3[CH:14]=[CH:13][CH:12]=[CH:11][CH:10]=3)=[N:5][O:6][C:7]=2[CH3:8])=[N:17][CH:18]=[CH:19][CH:20]=1. Procedure: As described for example 11c, 4-ethynyl-5-methyl-3-phenyl-isoxazole (92 mg, 0.50 mmol) was converted (using 2-bromo-3-methylpyridine instead of 2-chloro-4-iodopyridine) to the title compound (SiO2, heptane:ethyl acetate=95:5 to 0:100, 91 mg, 66%) which was obtained as a light yellow solid. MS: m/e=275.2 [M+H]+. Run in C(C)(C)O (isopropanol), C(C)(=O)OCC (ethyl acetate). Procedure: Add cyanogen bromide (177 mg, 1.67 mmol) to a solution of 1-(3-(isobutylamino)-4-aminophenyl)-2-phenyl-1H-imidazole (410 mg, 1.34 mmol) in 10 mL isopropanol cooled to 0° C. Stir for one hour at this temperature and then stir at room temperature over night. Dilute with ethyl acetate and wash with 1N sodium hydroxide. Dry the organic layer over sodium sulfate, filter, and concentrate under reduced pressure. Subject the residue to radial silica gel chromatography, eluting with methanol containing 4... Isolated yield 49.5%. The reactants are N#CBr (cyanogen bromide), C(C(C)C)NC=1C=C(C=CC1N)N1C(=NC=C1)C1=CC=CC=C1 (1-(3-(isobutylamino)-4-aminophenyl)-2-phenyl-1H-imidazole). Conditions: temperature 0 celsius, time 1 hour. Reaction SMILES: [N:1]#[C:2]Br.[CH2:4]([NH:8][C:9]1[CH:10]=[C:11]([N:16]2[CH:20]=[CH:19][N:18]=[C:17]2[C:21]2[CH:26]=[CH:25][CH:24]=[CH:23][CH:22]=2)[CH:12]=[CH:13][C:14]=1[NH2:15])[CH:5]([CH3:7])[CH3:6]>C(O)(C)C.C(OCC)(=O)C>[CH2:4]([N:8]1[C:9]2[CH:10]=[C:11]([N:16]3[CH:20]=[CH:19][N:18]=[C:17]3[C:21]3[CH:26]=[CH:25][CH:24]=[CH:23][CH:22]=3)[CH:12]=[CH:13][C:14]=2[N:15]=[C:2]1[NH2:1])[CH:5]([CH3:7])[CH3:6]. Yields the product C(C(C)C)N1C(=NC2=C1C=C(C=C2)N2C(=NC=C2)C2=CC=CC=C2)N (1-Isobutyl-2-amino-6-(2-phenyl-1H-imidazol-1-yl)-1H-benzimidazole). Yields the product CCCCC1=NC=C(N1CC=2C=CC(=CC2)C(=O)O)/C=C(\CC3=CC=CS3)/C(=O)O (eprosartan). Run in O (water). Yield: 91.1%. The reactants are CCCCC1=NC=C(N1CC=2C=CC(=CC2)C(=O)O)/C=C(\CC3=CC=CS3)/C(=O)O.C(C)(=O)[O-] (eprosartan acetate), [OH-].[Na+] (sodium hydroxide). Procedure details: Eprosartan acetate (10 gm, obtained in example 1) is suspended in water (50 ml) at 25-30° C. and the pH of the suspension is adjusted to 7.0-7.25 with 5% sodium hydroxide solution (23 ml). The material is filtered, washed with water (20 ml) and then dried to give 8 gm of pure eprosartan free base (HPLC Purity: 99.85%). RXN SMILES: [CH3:1][CH2:2][CH2:3][CH2:4][C:5]1[N:9]([CH2:10][C:11]2[CH:12]=[CH:13][C:14]([C:17]([OH:19])=[O:18])=[CH:15][CH:16]=2)[C:8](/[CH:20]=[C:21](/[C:28]([OH:30])=[O:29])\[CH2:22][C:23]2[S:27][CH:26]=[CH:25][CH:24]=2)=[CH:7][N:6]=1.C([O-])(=O)C.[OH-].[Na+]>O>[CH3:1][CH2:2][CH2:3][CH2:4][C:5]1[N:9]([CH2:10][C:11]2[CH:12]=[CH:13][C:14]([C:17]([OH:19])=[O:18])=[CH:15][CH:16]=2)[C:8](/[CH:20]=[C:21](/[C:28]([OH:30])=[O:29])\[CH2:22][C:23]2[S:27][CH:26]=[CH:25][CH:24]=2)=[CH:7][N:6]=1 |f:0.1,2.3|. The product is CCc1ccc(C(O)c2cc(Br)cs2)cc1. Reactants: CCc1ccc(Br)cc1, O=Cc1cc(Br)cs1, C1CCOC1, [Li]CCCC, CCCCCC, [Cl-], [NH4+]. As a reaction SMILES: [Br:14][c:15]1[cH:16][cH:17][c:18]([CH2:21][CH3:22])[cH:19][cH:20]1.[Br:1][c:2]1[cH:3][c:4]([CH:7]=[O:8])[s:5][cH:6]1.[CH2:25]1[O:26][CH2:27][CH2:28][CH2:29]1.[CH2:9]([Li:10])[CH2:11][CH2:12][CH3:13].[CH3:30][CH2:31][CH2:32][CH2:33][CH2:34][CH3:35].[Cl-:23].[NH4+:24]>>[Br:1][c:2]1[cH:3][c:4]([CH:7]([OH:8])[c:15]2[cH:16][cH:17][c:18]([CH2:21][CH3:22])[cH:19][cH:20]2)[s:5][cH:6]1. Reactants: CC(CCC)(C)C1=C(C(=CC(=C1)C(C)O)C(CCC)(C)C)O (2,6-bis(1,1-dimethylbutyl)-4-(α-hydroxyethyl)phenol), Cl (HCl). Solvent: CCCCCC (hexane). Yields the product CC(CCC)(C)C1=C(C(=CC(=C1)C=C)C(CCC)(C)C)O (2,6-bis(1,1-dimethylbutyl)-4-vinylphenol). RXN SMILES: [CH3:1][C:2]([C:7]1[CH:12]=[C:11]([CH:13](O)[CH3:14])[CH:10]=[C:9]([C:16]([CH3:21])([CH3:20])[CH2:17][CH2:18][CH3:19])[C:8]=1[OH:22])([CH3:6])[CH2:3][CH2:4][CH3:5].Cl>CCCCCC>[CH3:21][C:16]([C:9]1[CH:10]=[C:11]([CH:13]=[CH2:14])[CH:12]=[C:7]([C:2]([CH3:1])([CH3:6])[CH2:3][CH2:4][CH3:5])[C:8]=1[OH:22])([CH3:20])[CH2:17][CH2:18][CH3:19]. Procedure: A solution of 91.8 grams of 2,6-bis(1,1-dimethylbutyl)-4-(α-hydroxyethyl)phenol in 400 milliliters of hexane was stirred vigorously with 400 milliliters of concentrated HCl for 1 hour. The hexane layer was separated and the hexane was removed by distillation under aspirator vacuum. The residual 2,6-bis(1,1-dimethylbutyl)-4-(α-chloroethyl) phenol was dissolved in 150 milliliters of pyridine and the solution was heated under reflux for 1 hour. Pyridine was removed by distillation under aspirator v...